This data is from the Open Reaction Database (ORD), a public repository of structured organic reaction records. The task is: describe an organic reaction: reactants, conditions, products, and yield Reactants: CC(C)(C)c1cc(NC(=O)Nc2cccc(O)c2)no1, O=C([O-])[O-], CC(C)O, COc1cc(OC2CCOCC2)c2c(Cl)ncnc2c1, [Cs+], [Cs+]. Yields the product COc1cc(OC2CCOCC2)c2c(Oc3cccc(NC(=O)Nc4cc(C(C)(C)C)on4)c3)ncnc2c1. As a reaction SMILES: [C:1]([CH3:2])([CH3:3])([CH3:4])[c:5]1[cH:6][c:7]([NH:10][C:11](=[O:12])[NH:13][c:14]2[cH:15][c:16]([OH:20])[cH:17][cH:18][cH:19]2)[n:8][o:9]1.[C:41](=[O:42])([O-:43])[O-:44].[CH:47]([OH:48])([CH3:49])[CH3:50].[Cl:21][c:22]1[n:23][cH:24][n:25][c:26]2[cH:27][c:28]([O:39][CH3:40])[cH:29][c:30]([O:32][CH:33]3[CH2:34][CH2:35][O:36][CH2:37][CH2:38]3)[c:31]12.[Cs+:45].[Cs+:46]>>[C:1]([CH3:2])([CH3:3])([CH3:4])[c:5]1[cH:6][c:7]([NH:10][C:11](=[O:12])[NH:13][c:14]2[cH:15][c:16]([O:20][c:22]3[n:23][cH:24][n:25][c:26]4[cH:27][c:28]([O:39][CH3:40])[cH:29][c:30]([O:32][CH:33]5[CH2:34][CH2:35][O:36][CH2:37][CH2:38]5)[c:31]34)[cH:17][cH:18][cH:19]2)[n:8][o:9]1. Starting materials: N[C@@H](CCCCNC(=O)OCC1=CC=CC=C1)C(=O)O (H-Lys(Z)—OH), N[C@@H](CCC(OCC1=CC=CC=C1)=O)C(=O)O (H-Glu(OBn)-OH). Procedure: H-Lys(Z)—OH and H-Glu(OBn)-OH were purchased from Chem-Impex International (Des Plaines, Ill.) and used as received. Glu-NCA and Lys-NCA were prepared by following previously reported procedures (Lu, H.; Cheng, J. J. Am. Chem. Soc. 2007, 129, 14114-14115). The product is N[C@@H](CCC(O)=O)C(=O)O (Glu), C1=CC=C(C=C1)COC(=O)NCCCCC2C(=O)OC(=O)N2 (Lys-NCA). As a reaction SMILES: [NH2:1][C@H:2]([C:18]([OH:20])=[O:19])[CH2:3][CH2:4][CH2:5][CH2:6][NH:7][C:8]([O:10][CH2:11][C:12]1[CH:17]=[CH:16][CH:15]=[CH:14][CH:13]=1)=[O:9].[NH2:21][C@H:22]([C:35]([OH:37])=[O:36])[CH2:23][CH2:24][C:25](=[O:34])[O:26]CC1C=CC=CC=1>>[NH2:21][C@H:22]([C:35]([OH:37])=[O:36])[CH2:23][CH2:24][C:25](=[O:26])[OH:34].[CH:15]1[CH:16]=[CH:17][C:12]([CH2:11][O:10][C:8]([NH:7][CH2:6][CH2:5][CH2:4][CH2:3][CH:2]2[NH:1][C:25](=[O:26])[O:20][C:18]2=[O:19])=[O:9])=[CH:13][CH:14]=1. Starting materials: C1CCOC1, CC(C)CCON=O, I[Cu]I, ICI, COC(=O)c1cc(N)c(C#N)cc1C. Yields the product COC(=O)c1cc(I)c(C#N)cc1C. Reaction SMILES: [CH2:26]1[O:27][CH2:28][CH2:29][CH2:30]1.[CH3:18][CH:19]([CH2:20][CH2:21][O:22][N:23]=[O:24])[CH3:25].[Cu:31]([I:32])[I:33].[I:15][CH2:16][I:17].[NH2:1][c:2]1[c:3]([C:13]#[N:14])[cH:4][c:5]([CH3:12])[c:6]([C:7](=[O:8])[O:9][CH3:10])[cH:11]1>>[c:2]1([I:15])[c:3]([C:13]#[N:14])[cH:4][c:5]([CH3:12])[c:6]([C:7](=[O:8])[O:9][CH3:10])[cH:11]1. The reactants are C1=CC=C(C=C1)P(CCCP(C2=CC=CC=C2)C3=CC=CC=C3)C4=CC=CC=C4 (DPPP), C(CCC)OC=C (n-butylvinylether), BrC=1C(=C(C=CC1)N(S(=O)(=O)C1=C(C=CC(=C1)F)F)COC)F (N-(3-bromo-2-fluorophenyl)-2,5-difluoro-N-(methoxymethyl)benzenesulfonamide), TEA. Reagents/catalysts: C(C)(=O)[O-].[Pd+2].C(C)(=O)[O-] (palladium acetate). The solvent is C(CO)O (ethylenglycol), C(Cl)Cl (DCM). Reaction conditions: temperature 120 celsius, time 6 hour. Product: C(CCC)OC(=C)C=1C(=C(C=CC1)N(S(=O)(=O)C1=C(C=CC(=C1)F)F)COC)F (N-[3-(1-butoxyethenyl)-2-fluorophenyl]-2,5-difluoro-N-(methoxymethyl)benzenesulfonamide). Reaction SMILES: Br[C:2]1[C:3]([F:23])=[C:4]([N:8]([CH2:20][O:21][CH3:22])[S:9]([C:12]2[CH:17]=[C:16]([F:18])[CH:15]=[CH:14][C:13]=2[F:19])(=[O:11])=[O:10])[CH:5]=[CH:6][CH:7]=1.C1C=CC(P(C2C=CC=CC=2)CCCP(C2C=CC=CC=2)C2C=CC=CC=2)=CC=1.[CH2:53]([O:57][CH:58]=[CH2:59])[CH2:54][CH2:55][CH3:56]>C(O)CO.C(Cl)Cl.C([O-])(=O)C.[Pd+2].C([O-])(=O)C>[CH2:53]([O:57][C:58]([C:2]1[C:3]([F:23])=[C:4]([N:8]([CH2:20][O:21][CH3:22])[S:9]([C:12]2[CH:17]=[C:16]([F:18])[CH:15]=[CH:14][C:13]=2[F:19])(=[O:11])=[O:10])[CH:5]=[CH:6][CH:7]=1)=[CH2:59])[CH2:54][CH2:55][CH3:56] |f:5.6.7|. Procedure: To a solution of 6.15 g (15 mmol) of N-(3-bromo-2-fluorophenyl)-2,5-difluoro-N-(methoxymethyl)benzenesulfonamide in 35 mL of ethylenglycol in a flask equipped with a rubber septum, through which nitrogen is fluxed by a needle, 37.5 mg (0.15 mmol) of palladium acetate, 129 mg (0.30 mmol) of DPPP, 5.4 mL (37.5 mmol) of TEA and 5.9 mL (45 mmol) of n-butylvinylether were added consecutively. The mixture was heated at 120° C. under stirring for 6 h and then diluted with DCM and washed with brine. The... The reactants are BrCc1ccccc1, COC(=O)CN1C(=O)C(NC(=O)CCc2ccccc2)CNc2ccccc21, CN(C)C=O, CCOC(C)=O, [Ca+2], O=C([O-])[O-]. Product: COC(=O)CN1C(=O)C(NC(=O)CCc2ccccc2)CN(Cc2ccccc2)c2ccccc21. As a reaction SMILES: [Br:34][CH2:35][c:36]1[cH:37][cH:38][cH:39][cH:40][cH:41]1.[CH3:1][O:2][C:3]([CH2:4][N:5]1[c:6]2[c:7]([cH:24][cH:25][cH:26][cH:27]2)[NH:8][CH2:9][CH:10]([NH:13][C:14]([CH2:15][CH2:16][c:17]2[cH:18][cH:19][cH:20][cH:21][cH:22]2)=[O:23])[C:11]1=[O:12])=[O:28].[CH3:42][N:43]([CH3:44])[CH:45]=[O:46].[CH3:47][CH2:48][O:49][C:50](=[O:51])[CH3:52].[Ca+2:29].[O-:30][C:31](=[O:32])[O-:33]>>[CH3:1][O:2][C:3]([CH2:4][N:5]1[c:6]2[c:7]([cH:24][cH:25][cH:26][cH:27]2)[N:8]([CH2:35][c:36]2[cH:37][cH:38][cH:39][cH:40][cH:41]2)[CH2:9][CH:10]([NH:13][C:14]([CH2:15][CH2:16][c:17]2[cH:18][cH:19][cH:20][cH:21][cH:22]2)=[O:23])[C:11]1=[O:12])=[O:28]. The reactants are ClC=1C=C(C=CC1)N1N=C(N=N1)C1=NC=CC=C1 (2-[2-(3-chlorophenyl)-2H-tetrazol-5-yl]pyridine), SC=1C=C(C=CC1)NC1=CC=CC=C1 (3-mercaptophenylaniline), N1=C(C=CC=C1)C=O (2-pyridinecarboxaldehyde). The product is CSC=1C=C(C=CC1)N1N=C(N=N1)C1=NC=CC=C1 (2-[2-(3-Methylmercaptophenyl)-2H-tetrazol-5-yl]pyridine). Reaction SMILES: Cl[C:2]1[CH:3]=[C:4]([N:8]2[N:12]=[N:11][C:10]([C:13]3[CH:18]=[CH:17][CH:16]=[CH:15][N:14]=3)=[N:9]2)[CH:5]=[CH:6][CH:7]=1.[SH:19][C:20]1C=C(NC2C=CC=CC=2)C=CC=1.N1C=CC=CC=1C=O>>[CH3:20][S:19][C:2]1[CH:3]=[C:4]([N:8]2[N:12]=[N:11][C:10]([C:13]3[CH:18]=[CH:17][CH:16]=[CH:15][N:14]=3)=[N:9]2)[CH:5]=[CH:6][CH:7]=1. Reported procedure: Following the procedure described in EXAMPLE 1 for the synthesis of 2-[2-(3-chlorophenyl)-2H-tetrazol-5-yl]pyridine, 3-mercaptophenylaniline (41.8 mg, 0.3 mmol) and 2-pyridinecarboxaldehyde (32.1 mg, 0.3 mmol) were employed to obtain 2-[2-(3-Methylmercaptophenyl)-2H-tetrazol-5-yl]pyridine as an orange solid. Procedure: 3-iodo-1H-pyrazole (503 mg, 2.6 mmol) was added as a solution in DMF (1 mL) to a 1.0 M THF solution of NaHMDS (2.9 mL, 2.9 mmol) that had been pre-cooled in an ice water bath. Additional portions of DMF (2×1 mL) were used to ensure complete transfer. 3-iodooxetane (0.41 mL, 4.7 mmol) was added in one portion and the reaction mixture was allowed to warm to r.t. After 1 h, the reaction mixture was heated to 45° C. and allowed to stir for an additional 75 h. The mixture was cooled and diluted with ... Starting materials: IC1=NNC=C1 (3-iodo-1H-pyrazole), C1CCOC1 (THF), C[Si](C)(C)[N-][Si](C)(C)C.[Na+] (NaHMDS), IC1COC1 (3-iodooxetane). Yields the product IC1=NN(C=C1)C1COC1 (3-iodo-1-(oxetan-3-yl)-1H-pyrazole). The solvent is CN(C)C=O (DMF), CN(C)C=O (DMF), CCOC(=O)C (EtOAc), O (water). Reaction conditions: time 1 hour. As a reaction SMILES: [I:1][C:2]1[CH:6]=[CH:5][NH:4][N:3]=1.[CH2:7]1[CH2:11][O:10][CH2:9]C1.C[Si]([N-][Si](C)(C)C)(C)C.[Na+].IC1COC1>CN(C=O)C.CCOC(C)=O.O>[I:1][C:2]1[CH:6]=[CH:5][N:4]([CH:7]2[CH2:9][O:10][CH2:11]2)[N:3]=1 |f:2.3|. Procedure details: A mixture of 3-{[3-methoxy-4-(5-methyl-2-phenyl-1,3-oxazol-4-ylmethoxy)benzyl]oxy}-1-phenyl-1H-pyrazole-4-carbaldehyde (950 mg), hydroxylamine hydrochloride (150 mg), pyridine (1 mL) and ethanol (20 mL) was refluxed for 3 hrs. After concentration of the reaction mixture, dilute hydrochloric acid was added to the residue, and the mixture was extracted with ethyl acetate. The ethyl acetate layer was washed with saturated brine, dried over anhydrous magnesium sulfate and concentrated. The residue w... RXN SMILES: [CH3:1][O:2][C:3]1[CH:4]=[C:5]([CH:21]=[CH:22][C:23]=1[O:24][CH2:25][C:26]1[N:27]=[C:28]([C:32]2[CH:37]=[CH:36][CH:35]=[CH:34][CH:33]=2)[O:29][C:30]=1[CH3:31])[CH2:6][O:7][C:8]1[C:12]([CH:13]=O)=[CH:11][N:10]([C:15]2[CH:20]=[CH:19][CH:18]=[CH:17][CH:16]=2)[N:9]=1.Cl.NO.[N:41]1C=CC=CC=1.Cl>C(O)C>[CH3:1][O:2][C:3]1[CH:4]=[C:5]([CH:21]=[CH:22][C:23]=1[O:24][CH2:25][C:26]1[N:27]=[C:28]([C:32]2[CH:37]=[CH:36][CH:35]=[CH:34][CH:33]=2)[O:29][C:30]=1[CH3:31])[CH2:6][O:7][C:8]1[C:12]([C:13]#[N:41])=[CH:11][N:10]([C:15]2[CH:20]=[CH:19][CH:18]=[CH:17][CH:16]=2)[N:9]=1 |f:1.2|. The solvent is C(C)O (ethanol). Reactants: Cl (hydrochloric acid), COC=1C=C(COC2=NN(C=C2C=O)C2=CC=CC=C2)C=CC1OCC=1N=C(OC1C)C1=CC=CC=C1 (3-{[3-methoxy-4-(5-methyl-2-phenyl-1,3-oxazol-4-ylmethoxy)benzyl]oxy}-1-phenyl-1H-pyrazole-4-carbaldehyde), Cl.NO (hydroxylamine hydrochloride), N1=CC=CC=C1 (pyridine). Product: COC=1C=C(COC2=NN(C=C2C#N)C2=CC=CC=C2)C=CC1OCC=1N=C(OC1C)C1=CC=CC=C1 (3-{[3-methoxy-4-(5-methyl-2-phenyl-1,3-oxazol-4-ylmethoxy)benzyl]oxy}-1-phenyl-1H-pyrazole-4-carbonitrile). Isolated yield 90.0%.